This data is from the Open Reaction Database (ORD), a public repository of structured organic reaction records. The task is: describe an organic reaction: reactants, conditions, products, and yield The reactants are FC1=C(CN2C(=NC3=C2C=CC=C3NC(C)=O)C3=C(C=CC=C3F)F)C(=CC=C1)F (1-(2,6-Difluorobenzyl)-2-(2,6-Difluorophenyl)-4-Acetamidobenzimidazole), CI (methyl iodide), [H-].[Na+] (NaH). The solvent is C1CCOC1 (THF). Conditions: time 8 hour. The product is FC1=C(CN2C(=NC3=C2C=CC=C3N(C(C)=O)C)C3=C(C=CC=C3F)F)C(=CC=C1)F (1-(2,6-Difluorobenzyl)-2-(2,6-difluorophenyl)-4-(N-methylacetamido)-benzimidazole). The yield is 35.3%. Reaction SMILES: [F:1][C:2]1[CH:29]=[CH:28][CH:27]=[C:26]([F:30])[C:3]=1[CH2:4][N:5]1[C:9]2[CH:10]=[CH:11][CH:12]=[C:13]([NH:14][C:15](=[O:17])[CH3:16])[C:8]=2[N:7]=[C:6]1[C:18]1[C:23]([F:24])=[CH:22][CH:21]=[CH:20][C:19]=1[F:25].[CH3:31]I.[H-].[Na+]>C1COCC1>[F:1][C:2]1[CH:29]=[CH:28][CH:27]=[C:26]([F:30])[C:3]=1[CH2:4][N:5]1[C:9]2[CH:10]=[CH:11][CH:12]=[C:13]([N:14]([CH3:31])[C:15](=[O:17])[CH3:16])[C:8]=2[N:7]=[C:6]1[C:18]1[C:19]([F:25])=[CH:20][CH:21]=[CH:22][C:23]=1[F:24] |f:2.3|. Procedure details: To 1-(2,6-difluorobenzyl)-2-(2,6-difluorophenyl)-4-acetamidobenzimidazole (Example 88) (2.44 g, 5.90 mmol) and methyl iodide (0.60 mL, 9.69 mmol) dissolved in THF (30 mL) was added excess NaH. After stirring overnight, the solution was concentrated to dryness, diluted with CH2Cl2, and washed with water, NaHSO4(10% soln) and NaCl (sat. aq). The combined washings were dried (Na2SO4), filtered, and concentrated. The crude product was purified by flash chromatography eluting with 2% methanol in CH2C... Isolated yield 118.0%. Reactants: ClC1=CC=C(C=C1)C1=NC=2C(=NC=CC2)N1CC(=O)O (2-(4-chlorophenyl)-3H-imidazo[4,5-b]pyridine-3-acetic acid), C(=O)(N1C=NC=C1)N1C=NC=C1 (1,1'-carbonyldiimidazole), NC1=CN(N(C1)CC)CC (4-amino-1,2-diethyl-pyrazoline). Run at time 2 hour. The solvent is O1CCCC1 (tetrahydrofuran), O1CCCC1 (tetrahydrofuran). Procedure details: A suspension of 2-(4-chlorophenyl)-3H-imidazo[4,5-b]pyridine-3-acetic acid (5.0 g, 0.0174 mole), 1,1'-carbonyldiimidazole (2.82 g, 0.0174 mole) and dry tetrahydrofuran (100 ml) was stirred at room temperature for two hours with nitrogen bubbling though it. A solution of 4-amino-1,2-diethyl-pyrazoline (7.5 g, 0.0522 mole) in tetrahydrofuran (6 ml) was added and the reaction mixture was stirred at room temperature overnight under nitrogen. The reaction mixture was evaporated under reduced pressure... Product: O.Cl.ClC1=CC=C(C=C1)C1=NC=2C(=NC=CC2)N1CC(=O)NC1CN(N(C1)CC)CC (2-(4-Chlorophenyl)-N-(1,2-diethyl-4-pyrazolidinyl)-3H-imidazo[4,5-b]pyridine-3-acetamide hydrochloride hydrate). RXN SMILES: [Cl:1][C:2]1[CH:7]=[CH:6][C:5]([C:8]2[N:16]([CH2:17][C:18]([OH:20])=[O:19])[C:11]3=[N:12][CH:13]=[CH:14][CH:15]=[C:10]3[N:9]=2)=[CH:4][CH:3]=1.C(N1C=CN=C1)(N1C=CN=C1)=O.[NH2:33][C:34]1[CH2:38][N:37]([CH2:39][CH3:40])[N:36]([CH2:41][CH3:42])[CH:35]=1>O1CCCC1>[OH2:19].[ClH:1].[Cl:1][C:2]1[CH:3]=[CH:4][C:5]([C:8]2[N:16]([CH2:17][C:18]([NH:33][CH:34]3[CH2:38][N:37]([CH2:39][CH3:40])[N:36]([CH2:41][CH3:42])[CH2:35]3)=[O:20])[C:11]3=[N:12][CH:13]=[CH:14][CH:15]=[C:10]3[N:9]=2)=[CH:6][CH:7]=1 |f:4.5.6|. The reactants are C(C)(=O)OC=1N=C(C2=CC(=C(C=C2C1[N+](=O)[O-])OC)OC)C (3-acetoxy-6,7-dimethoxy-1-methyl-4-nitroisoquinoline), BrN1C(CCC1=O)=O (N-bromosuccinimide), C(Cl)Cl.CCCCCC (methylene chloride hexane). The solvent is C(Cl)Cl (methylene chloride). The product is O.C(C)(=O)OC=1N=C(C2=CC(=C(C=C2C1[N+](=O)[O-])OC)OC)CBr.C(C)(=O)OC=1N=C(C2=CC(=C(C=C2C1[N+](=O)[O-])OC)OC)CBr (3-Acetoxy-1-bromomethyl-6,7-dimethoxy-4-nitroisoquinoline Hemihydrate). The yield is 62.1%. As a reaction SMILES: [C:1]([O:4][C:5]1[N:6]=[C:7]([CH3:22])[C:8]2[C:13]([C:14]=1[N+:15]([O-:17])=[O:16])=[CH:12][C:11]([O:18][CH3:19])=[C:10]([O:20][CH3:21])[CH:9]=2)(=[O:3])[CH3:2].[Br:23]N1C(=O)CCC1=O.C(Cl)Cl.CCCCCC>C(Cl)Cl>[OH2:3].[C:1]([O:4][C:5]1[N:6]=[C:7]([CH2:22][Br:23])[C:8]2[C:13]([C:14]=1[N+:15]([O-:17])=[O:16])=[CH:12][C:11]([O:18][CH3:19])=[C:10]([O:20][CH3:21])[CH:9]=2)(=[O:3])[CH3:2].[C:1]([O:4][C:5]1[N:6]=[C:7]([CH2:22][Br:23])[C:8]2[C:13]([C:14]=1[N+:15]([O-:17])=[O:16])=[CH:12][C:11]([O:18][CH3:19])=[C:10]([O:20][CH3:21])[CH:9]=2)(=[O:3])[CH3:2] |f:2.3,5.6.7|. Procedure: A mixture of 3-acetoxy-6,7-dimethoxy-1-methyl-4-nitroisoquinoline (4.0 g, 13.06 mmol) in methylene chloride (100 mL) and N-bromosuccinimide (2.8 g, 15.66 mmol) was heated to reflux under nitrogen for 17 hours. The mixture was evaporated to dryness. The residue was redissolved in methylene chloride (60 mL) and the major product was isolated by chromatography on a silica gel column (low pressure) using 7:3 methylene chloride/hexane as the eluent to yield the title compound (2.13 g, 39%). One recry... Starting materials: C(C)(=O)NC(COC(C)=O)(COC(C)=O)CCC1=CC=CC=C1 (2-acetamido-1, 3-diacetoxy-2-(2-phenylethyl)propane), COC(Cl)Cl (dichloromethyl methyl ether), ice water. Reagents/catalysts: [Ti](Cl)(Cl)(Cl)Cl (titanium tetrachloride). The solvent is ClCCl (dichloromethane). Conditions: time 2 hour. The product is C(C)(=O)NC(COC(C)=O)(COC(C)=O)CCC1=CC=C(C=C1)C=O (2-acetamido-1,3-diacetoxy-2-(2-(4-formylphenyl)ethyl)propane). RXN SMILES: [C:1]([NH:4][C:5]([CH2:16][CH2:17][C:18]1[CH:23]=[CH:22][CH:21]=[CH:20][CH:19]=1)([CH2:11][O:12][C:13](=[O:15])[CH3:14])[CH2:6][O:7][C:8](=[O:10])[CH3:9])(=[O:3])[CH3:2].[CH3:24][O:25]C(Cl)Cl>ClCCl.[Ti](Cl)(Cl)(Cl)Cl>[C:1]([NH:4][C:5]([CH2:16][CH2:17][C:18]1[CH:23]=[CH:22][C:21]([CH:24]=[O:25])=[CH:20][CH:19]=1)([CH2:11][O:12][C:13](=[O:15])[CH3:14])[CH2:6][O:7][C:8](=[O:10])[CH3:9])(=[O:3])[CH3:2]. Procedure: To a solution of 2-acetamido-1, 3-diacetoxy-2-(2-phenylethyl)propane (10 g) in anhydrous dichloromethane (150 ml) were added titanium tetrachloride (15.4 ml) and dichloromethyl methyl ether (5.63 ml) under a nitrogen atmosphere at −15° C. The mixture was stirred at room temperature for 2 hours, poured into ice water and extracted with chloroform. The chloroform layer was washed with water, a saturated aqueous sodium hydrogencarbonate solution and saturated brine, dried over anhydrous magnesium s... Yields the product COC(=O)c1cc(Cl)nc(N2CCC(NC(=O)c3cc(Br)c(C)[nH]3)CC2)c1. Reactants: Cc1[nH]c(C(=O)Oc2c(F)c(F)c(F)c(F)c2F)cc1Br, Cl, COC(=O)c1cc(Cl)nc(N2CCC(N)CC2)c1. RXN SMILES: [Br:1][c:2]1[cH:3][c:4]([C:8]([O:10][c:9]2[c:11]([F:12])[c:13]([F:14])[c:15]([F:16])[c:17]([F:18])[c:19]2[F:20])=[O:21])[nH:5][c:6]1[CH3:7].[ClH:22].[NH2:23][CH:24]1[CH2:25][CH2:26][N:27]([c:30]2[cH:31][c:32]([C:33](=[O:34])[O:35][CH3:36])[cH:37][c:38]([Cl:40])[n:39]2)[CH2:28][CH2:29]1>>[Br:1][c:2]1[cH:3][c:4]([C:8](=[O:10])[NH:23][CH:24]2[CH2:25][CH2:26][N:27]([c:30]3[cH:31][c:32]([C:33](=[O:34])[O:35][CH3:36])[cH:37][c:38]([Cl:40])[n:39]3)[CH2:28][CH2:29]2)[nH:5][c:6]1[CH3:7].